From a dataset of the Open Reaction Database (ORD), a public repository of structured organic reaction records. describe an organic reaction: reactants, conditions, products, and yield The reactants are C(C(O)C)(=O)O (lactic acid), C(C(O)C)(=O)O (lactic acid), C(C(O)C)(=O)OC (methyl lactate), C(C(O)C)(=O)O (lactic acid). As a reaction SMILES: [C:1]([OH:6])(=[O:5])[CH:2]([CH3:4])[OH:3].[C:7](OC)(=O)[CH:8](C)[OH:9]>>[C:8]([O:3][CH:2]([CH3:4])[C:1]([OH:6])=[O:5])(=[O:9])[CH3:7]. Yields the product C(C)(=O)OC(C(=O)O)C (2-acetoxy propionic acid). Reported procedure: In an independent experiment, a molar equivalent of lactic acid was utilized as a starting reagent in place of methyl lactate. The lactic acid reagent utilized was an aqueous solution containing approximately 85% lactic acid, by weight. The reaction conditions were otherwise as indicated above. NMR analysis of the resulting product material indicated a 2-acetoxy propionic acid product yield of greater than about 90% with some dimer or polymer byproduct formation apparent. The yield is 90.0%. The reactants are OC[C@@H]1NCC=2NC3=CC=CC=C3C2C1 ((3R)-3-hydroxymethyl-1,2,3,4-tetrahydro-β-carboline), C1(=CC=CS1)CCl (2-thenyl chloride), [OH-].[Na+] (NaOH), C(=S)=S (CS2). Run in CO (methanol), C(C)O (ethanol). Product: OC[C@@H]1N(CC=2NC3=CC=CC=C3C2C1)C(=S)SCC1=CC=CS1 (2-Thenyl (3R)-3-hydroxymethyl-1,2,3,4-tetrahydro-β-carboline-2-carbodithioate). Yield: 44.9%. As a reaction SMILES: [OH:1][CH2:2][C@H:3]1[CH2:15][C:14]2[C:13]3[C:8](=[CH:9][CH:10]=[CH:11][CH:12]=3)[NH:7][C:6]=2[CH2:5][NH:4]1.[OH-].[Na+].[C:18](=[S:20])=[S:19].[C:21]1([CH2:26]Cl)[S:25][CH:24]=[CH:23][CH:22]=1>CO.C(O)C>[OH:1][CH2:2][C@H:3]1[CH2:15][C:14]2[C:13]3[C:8](=[CH:9][CH:10]=[CH:11][CH:12]=3)[NH:7][C:6]=2[CH2:5][N:4]1[C:18]([S:20][CH2:26][C:21]1[S:25][CH:24]=[CH:23][CH:22]=1)=[S:19] |f:1.2|. Procedure details: In the same manner as described in Example 8 by using (3R)-3-hydroxymethyl-1,2,3,4-tetrahydro-β-carboline (2.02 g), 2N NaOH (12.5 ml), CS2 (1.9 g), 2-thenyl chloride (3.31 g) and 80% ethanol (50 ml), there is prepared the title compound (1.68 g, 45%) as white powder, [α]D20 -113.8° (c=1.0, methanol). NMR (CDCl3, δ): 4.83 (s, 2H, ##STR10## Mass m/e: 374 (M+), 244 (M+ -- ##STR11## The reactants are CC(Cl)(CC(=O)O)c1ccc(Oc2ccccc2)cc1, Cl, [K+], CC(=CC(=O)O)c1ccc(Oc2ccccc2)cc1, [OH-]. Product: CC(O)(CC(=O)O)c1ccc(Oc2ccccc2)cc1. RXN SMILES: [Cl:1][C:2]([CH2:3][C:4](=[O:5])[OH:6])([CH3:7])[c:8]1[cH:9][cH:10][c:11]([O:14][c:15]2[cH:16][cH:17][cH:18][cH:19][cH:20]2)[cH:12][cH:13]1.[ClH:21].[K+:42].[O:22]([c:23]1[cH:24][cH:25][c:26]([C:27]([CH3:28])=[CH:29][C:30]([OH:31])=[O:32])[cH:33][cH:34]1)[c:35]1[cH:36][cH:37][cH:38][cH:39][cH:40]1.[OH-:41]>>[C:2]([CH2:3][C:4](=[O:5])[OH:6])([CH3:7])([c:8]1[cH:9][cH:10][c:11]([O:14][c:15]2[cH:16][cH:17][cH:18][cH:19][cH:20]2)[cH:12][cH:13]1)[OH:22]. Reactants: COC([C@@H](NC(=O)N(CC=1N=C(SC1)C(C)C)C)C(C)C)=O (N-((N-methyl-N-((2-isopropyl-4-thiazolyl)methyl)amino)carbonyl)-L-valine methyl ester), [Li+].[OH-] (LiOH), Cl (HCl). Solvent: O1CCOCC1 (dioxane). Reaction conditions: time 30 minute. Product: CN(CC=1N=C(SC1)C(C)C)C(=O)N[C@@H](C(C)C)C(=O)O (N-((N-Methyl-N-((2-isopropyl-4-thiazolyl)methyl)amino)carbonyl)-L-valine). The yield is 81.6%. RXN SMILES: C[O:2][C:3](=[O:22])[C@H:4]([CH:19]([CH3:21])[CH3:20])[NH:5][C:6]([N:8]([CH3:18])[CH2:9][C:10]1[N:11]=[C:12]([CH:15]([CH3:17])[CH3:16])[S:13][CH:14]=1)=[O:7].[Li+].[OH-].Cl>O1CCOCC1>[CH3:18][N:8]([C:6]([NH:5][C@H:4]([C:3]([OH:22])=[O:2])[CH:19]([CH3:20])[CH3:21])=[O:7])[CH2:9][C:10]1[N:11]=[C:12]([CH:15]([CH3:17])[CH3:16])[S:13][CH:14]=1 |f:1.2|. Reported procedure: A solution of 1.42 g (4.3 mmol) N-((N-methyl-N-((2-isopropyl-4-thiazolyl)methyl)amino)carbonyl)-L-valine methyl ester in 17 ml of dioxane was treated with 17.3 ml of 0.50M aqueous LiOH. The resulting solution was stirred at ambient temperature for 30 min, treated with 8.7 ml of 1M HCl, and concentrated in vacuo. The residue was taken up in dichloromethane, washed with water, dried over Na2SO4, and concentrated in vacuo to provide 1.1 g (81%) of the desired compound. Mass spectrum: (M+H)+ =31 4.